Dataset: the Open Reaction Database (ORD), a public repository of structured organic reaction records. Task: describe an organic reaction: reactants, conditions, products, and yield The reactants are 2-phenyl-4-yl-pyrimidine-5-carboxylic acid, C1(CCCC1)N1CCN(CC1)N (4-cyclopentyl-piperazin-1-ylamine), COC(CCC=1C(N(C(NC1)=O)N)=O)=O (3-amino-2,4-dioxo-1,2,3,4-tetrahydro-pyrimidin-5-propionic acid methyl ester), FC=1C=C(C=CC1)C1=NC=C(C=N1)C(=O)O (2-(3-fluoro-phenyl)-pyrimidine-5-carboxylic acid), C1(CCCC1)N1CCN(CC1)[NH-] (4-cyclopentyl-piperazin-1-yl-amide). Yields the product C1(CCCC1)N1CCN(CC1)NC(=O)C=1C=NC(=NC1)C1=CC(=CC=C1)F (2-(3-Fluoro-phenyl)-pyrimidine-5-carboxylic acid (4-cyclopentyl-piperazin-1-yl)-amide). As a reaction SMILES: [CH:1]1([N:6]2[CH2:11][CH2:10][N:9]([NH2:12])[CH2:8][CH2:7]2)[CH2:5][CH2:4][CH2:3][CH2:2]1.COC(=O)CCC1C(=O)N(N)C(=O)NC=1.[F:28][C:29]1[CH:30]=[C:31]([C:35]2[N:40]=[CH:39][C:38]([C:41](O)=[O:42])=[CH:37][N:36]=2)[CH:32]=[CH:33][CH:34]=1.C1(N2CCN([NH-])CC2)CCCC1>>[CH:1]1([N:6]2[CH2:7][CH2:8][N:9]([NH:12][C:41]([C:38]3[CH:39]=[N:40][C:35]([C:31]4[CH:32]=[CH:33][CH:34]=[C:29]([F:28])[CH:30]=4)=[N:36][CH:37]=3)=[O:42])[CH2:10][CH2:11]2)[CH2:5][CH2:4][CH2:3][CH2:2]1. Procedure: Following procedures similar to those of Example 64 but using substituting 2-(3-fluoro-phenyl)-pyrimidine-5-carboxylic acid for 2-phenyl-4-yl-pyrimidine-5-carboxylic acid, and substituting 4-cyclopentyl-piperazin-1-ylamine for 3-{3-amino-2,4-dioxo-1,2,3,4-tetrahydro-pyrimidin-5-propionic acid methyl ester, there is prepared 2-(3-fluoro-phenyl)-pyrimidine-5-carboxylic acid (4-cyclopentyl-piperazin-1-yl-amide (64%) as a solid. MS: 370 (M+H). The reactants are C1(=CC=CC=C1)C(=O)C1=CNC2=CN=CC=C21 (phenyl(1H-pyrrolo[2,3-c]pyridin-3-yl)methanone), C(C)(C)(C)OC(NCCON)=O (tert-butyl[2-(aminooxy)ethyl]carbamate). Run in C(Cl)Cl.CO (methylene chloride methanol). Yields the product C1(=CC=CC=C1)C(C1=CNC2=CN=CC=C21)=NOCCNC(OC(C)(C)C)=O (tert-Butyl 2-[[[phenyl(1H-pyrrolo[2,3-c]pyridin-3-yl)methylene]amino]oxy]ethylcarbamate). Isolated yield 89.0%. As a reaction SMILES: [C:1]1([C:7]([C:9]2[C:17]3[C:12](=[CH:13][N:14]=[CH:15][CH:16]=3)[NH:11][CH:10]=2)=O)[CH:6]=[CH:5][CH:4]=[CH:3][CH:2]=1.[C:18]([O:22][C:23](=[O:29])[NH:24][CH2:25][CH2:26][O:27][NH2:28])([CH3:21])([CH3:20])[CH3:19]>C(Cl)Cl.CO>[C:1]1([C:7](=[N:28][O:27][CH2:26][CH2:25][NH:24][C:23](=[O:29])[O:22][C:18]([CH3:20])([CH3:19])[CH3:21])[C:9]2[C:17]3[C:12](=[CH:13][N:14]=[CH:15][CH:16]=3)[NH:11][CH:10]=2)[CH:6]=[CH:5][CH:4]=[CH:3][CH:2]=1 |f:2.3|. Procedure: tert-Butyl 2-[[[phenyl(1H-pyrrolo[2,3-c]pyridin-3-yl)methylene]amino]oxy]ethylcarbamate (429.2 mg, 89%) was prepared as a white foam using phenyl(1H-pyrrolo[2,3-c]pyridin-3-yl)methanone (Reference Example 8) and tert-butyl[2-(aminooxy)ethyl]carbamate following the procedure described for Example 104: Rf 0.42 (90:10 methylene chloride/methanol); 1H NMR (300 MHz, CD3OD) δ1.38-1.39 (9H, s), 3.40-3.44 (2H, m), 3.17-3.20 (1H, t, J=5.7 Hz), 3.26-3.28 (1H, t, J=5.3 Hz), 6.50-6.80 (1H, m), 7.30-7.50 (5H... The reactants are FC1=C(C=C(C=C1)[N+](=O)[O-])C1=CC=C(CO)C=C1 (4-(2-fluoro-5-nitrophenyl)benzyl alcohol), N1C=NC=C1 (imidazole), [Si](C)(C)(C(C)(C)C)Cl (t-butyldimethylsilyl chloride). Yields the product [Si](C)(C)(C(C)(C)C)OCC1=CC=C(C=C1)C=1C=C(C=CC1F)[N+](=O)[O-] (3-(4-t-Butyldimethylsilyloxymethylphenyl)-4-fluoronitrobenzene). Yield: 98.0%. As a reaction SMILES: [F:1][C:2]1[CH:7]=[CH:6][C:5]([N+:8]([O-:10])=[O:9])=[CH:4][C:3]=1[C:11]1[CH:18]=[CH:17][C:14]([CH2:15][OH:16])=[CH:13][CH:12]=1.N1C=CN=C1.[Si:24](Cl)([C:27]([CH3:30])([CH3:29])[CH3:28])([CH3:26])[CH3:25]>>[Si:24]([O:16][CH2:15][C:14]1[CH:17]=[CH:18][C:11]([C:3]2[CH:4]=[C:5]([N+:8]([O-:10])=[O:9])[CH:6]=[CH:7][C:2]=2[F:1])=[CH:12][CH:13]=1)([C:27]([CH3:30])([CH3:29])[CH3:28])([CH3:26])[CH3:25]. Reported procedure: 6.0 g (98% yield was prepared by the method of Example 19E from 4.2 g 4-(2-fluoro-5-nitrophenyl)benzyl alcohol, 2.5 g imidazole and 3.5 g t-butyldimethylsilyl chloride. The oil was used without further purification.